From a dataset of the Open Reaction Database (ORD), a public repository of structured organic reaction records. describe an organic reaction: reactants, conditions, products, and yield Starting materials: C1(=CC=CC=C1)N1N=C(C=C1CCC=O)C (3-(1-phenyl-3-methyl-1H-pyrazol-5-yl)propanal), [BH-](OC(=O)C)(OC(=O)C)OC(=O)C.[Na+] (NaBH(OAc)3), FC1=C(C=CC=C1)N1CCNCC1 (1-(2-fluorophenyl)piperazine), CCN(C(C)C)C(C)C (DIPEA). Product: FC1=C(C=CC=C1)N1CCN(CC1)CCCC1=CC(=NN1C1=CC=CC=C1)C (1-(2-fluorophenyl)-4-(3-(1-phenyl-3-methyl-1H-pyrazol-5-yl)propyl)piperazine). As a reaction SMILES: [C:1]1([N:7]2[C:11]([CH2:12][CH2:13][CH:14]=O)=[CH:10][C:9]([CH3:16])=[N:8]2)[CH:6]=[CH:5][CH:4]=[CH:3][CH:2]=1.[F:17][C:18]1[CH:23]=[CH:22][CH:21]=[CH:20][C:19]=1[N:24]1[CH2:29][CH2:28][NH:27][CH2:26][CH2:25]1.CCN(C(C)C)C(C)C.[BH-](OC(C)=O)(OC(C)=O)OC(C)=O.[Na+]>>[F:17][C:18]1[CH:23]=[CH:22][CH:21]=[CH:20][C:19]=1[N:24]1[CH2:29][CH2:28][N:27]([CH2:14][CH2:13][CH2:12][C:11]2[N:7]([C:1]3[CH:6]=[CH:5][CH:4]=[CH:3][CH:2]=3)[N:8]=[C:9]([CH3:16])[CH:10]=2)[CH2:26][CH2:25]1 |f:3.4|. Procedure: 85 mg (83%) of target compound was obtained by using a method same as in Example 1 by using 3-(1-phenyl-3-methyl-1H-pyrazol-5-yl)propanal (58 mg, 0.268 mmol), 1-(2-fluorophenyl)piperazine (52 mg, 0.289 mmol), DIPEA (0.070 mL, 0.403 mmol) and NaBH(OAc)3 (171 mg, 0.805 mmol). Starting materials: C1CCOC1, O=C(Cl)CCl, NC1(CO)c2cc(Br)ccc2Oc2ccc(I)cc21. The product is O=C(CCl)NC1(CO)c2cc(Br)ccc2Oc2ccc(I)cc21. RXN SMILES: [CH2:25]1[O:26][CH2:27][CH2:28][CH2:29]1.[Cl:20][CH2:21][C:22](=[O:23])[Cl:24].[NH2:1][C:2]1([CH2:18][OH:19])[c:3]2[cH:4][c:5]([I:17])[cH:6][cH:7][c:8]2[O:9][c:10]2[cH:11][cH:12][c:13]([Br:16])[cH:14][c:15]21>>[NH:1]([C:2]1([CH2:18][OH:19])[c:3]2[cH:4][c:5]([I:17])[cH:6][cH:7][c:8]2[O:9][c:10]2[cH:11][cH:12][c:13]([Br:16])[cH:14][c:15]21)[C:22]([CH2:21][Cl:20])=[O:23]. Reactants: diazonium salt, Cl (hydrochloric acid), ice, [Na] (sodium), C1=CC(=CC2=C(C=C(C=C21)S(=O)(=O)O)O)N (7-amino-1-naphthol-3-sulfonic acid), [N+](=O)([O-])C1=CC=C(C(C(=O)O)=C1)N (5-nitroanthranilic acid), N(=O)[O-].[Na+] (sodium nitrite), C1=CC(=CC2=C(C=C(C=C21)S(=O)(=O)O)O)N (7-amino-1-naphthol-3-sulfonic acid), O.O.O.C(C)(=O)[O-].[Na+] (sodium acetate trihydrate). Solvent: O (water), C(C)(=O)O (acetic acid), O (water), [OH-].[Na+] (sodium hydroxide), O (water), [OH-].[Na+] (sodium hydroxide), O (water). Run at temperature 90 celsius, time 5 minute. The product is NC1=C(C2=C(C=C(C=C2C=C1)S(=O)(=O)O)O)N=NC1=C(C(=O)O)C=C(C=C1)[N+](=O)[O-] (2-(2-amino-8-hydroxy-6-sulfo-1-naphthylazo)-5-nitrobenzoic acid), 6'-sodium. Reaction SMILES: [N+:1]([C:4]1[CH:12]=[C:8]([C:9]([OH:11])=[O:10])[C:7]([NH2:13])=[CH:6][CH:5]=1)([O-:3])=[O:2].[N:14]([O-])=O.[Na+].Cl.[Na].[CH:20]1[C:29]2[C:24](=[C:25]([OH:34])[CH:26]=[C:27]([S:30]([OH:33])(=[O:32])=[O:31])[CH:28]=2)[CH:23]=[C:22]([NH2:35])[CH:21]=1.O.O.O.C([O-])(=O)C.[Na+]>O.[OH-].[Na+].C(O)(=O)C>[NH2:35][C:22]1[CH:21]=[CH:20][C:29]2[C:24](=[C:25]([OH:34])[CH:26]=[C:27]([S:30]([OH:33])(=[O:32])=[O:31])[CH:28]=2)[C:23]=1[N:14]=[N:13][C:7]1[CH:6]=[CH:5][C:4]([N+:1]([O-:3])=[O:2])=[CH:12][C:8]=1[C:9]([OH:11])=[O:10] |f:1.2,6.7.8.9.10,12.13,^1:18|. Procedure details: To a filtered solution of 18.2 g of 5-nitroanthranilic acid in 300 ml of water and 22 ml of 5N sodium hydroxide is added 6.9 g of sodium nitrite. The resulting, slightly warm solution is poured over a rapidly stirred mixture of 34.0 ml of concentrated hydrochloric acid, 50 ml of acetic acid, 350 g of ice and 100 ml of water in a 2 liter beaker. This mixture is stirred in an ice bath during preparation of a solution of the sodium salt of 7-amino-1-naphthol-3-sulfonic acid (gamma acid). Thus, to a... The reactants are OCCN1CN(CN(C1)CCO)CCO (1,3,5-tris-hydroxyethyl perhydro-s-triazine), [OH-].[K+] (KOH), C(CCCCCCC\C=C/CCCCCCCC)(=O)OC (Methyl oleate), C(CCCCCCC\C=C/CCCCCCCC)(=O)O (oleic acid). The solvent is CO (methanol), C(Cl)Cl (CH2Cl2). Reaction conditions: temperature 80 celsius, time 8 hour. The product is C(CCCCCCC\C=C/CCCCCCCC)(=O)OCCN1CN(CN(C1)CCO)CCO (1,3,5-Triazine-1,3,5(2H,4H,6H)triethanol Monooleate). Reaction SMILES: [OH:1][CH2:2][CH2:3][N:4]1[CH2:9][N:8]([CH2:10][CH2:11][OH:12])[CH2:7][N:6]([CH2:13][CH2:14][OH:15])[CH2:5]1.[OH-].[K+].[C:18](OC)(=[O:36])[CH2:19][CH2:20][CH2:21][CH2:22][CH2:23][CH2:24][CH2:25]/[CH:26]=[CH:27]\[CH2:28][CH2:29][CH2:30][CH2:31][CH2:32][CH2:33][CH2:34][CH3:35].C(O)(=O)CCCCCCC/C=C\CCCCCCCC>CO.C(Cl)Cl>[C:18]([O:12][CH2:11][CH2:10][N:8]1[CH2:9][N:4]([CH2:3][CH2:2][OH:1])[CH2:5][N:6]([CH2:13][CH2:14][OH:15])[CH2:7]1)(=[O:36])[CH2:19][CH2:20][CH2:21][CH2:22][CH2:23][CH2:24][CH2:25]/[CH:26]=[CH:27]\[CH2:28][CH2:29][CH2:30][CH2:31][CH2:32][CH2:33][CH2:34][CH3:35] |f:1.2|. Reported procedure: A mixture of 20 g of 1,3,5-tris-hydroxyethyl perhydro-s-triazine from the method of Paquin, Ber., 82, 316 (1949) and 0.30 g (5.8 mole percent) of powdered KOH is heated at 80° C. under reduced pressure (less than 0.1 mm) for 6 hours. Methyl oleate (30g ) from acid-catalyzed esterification of oleic acid in methanol is then added and the resulting mixture (in two phases) is stirred at 80° C. under the reduced pressure overnight. The homogeneous material which is obtained is dissolved in CH2Cl2, wa... The reactants are [Cl-].[NH4+] (ammonium chloride), C1(=CC=CC=C1)SC(C(=O)OC)C1=CC(=CC=C1)OC1=CC=CC=C1 (Methyl α-phenylthio(m-phenoxyphenyl)acetate), CI (methyl iodide), [H-].[Na+] (sodium hydride). Run in CN(C=O)C (dimethylformamide). Reaction conditions: time 30 minute. Yields the product C1(=CC=CC=C1)SC(C(=O)OC)(C)C1=CC(=CC=C1)OC1=CC=CC=C1 (methyl α-phenylthio-α-(m-phenoxyphenyl)propionate). Isolated yield 96.0%. Reaction SMILES: [C:1]1([S:7][CH:8]([C:13]2[CH:18]=[CH:17][CH:16]=[C:15]([O:19][C:20]3[CH:25]=[CH:24][CH:23]=[CH:22][CH:21]=3)[CH:14]=2)[C:9]([O:11][CH3:12])=[O:10])[CH:6]=[CH:5][CH:4]=[CH:3][CH:2]=1.[H-].[Na+].[CH3:28]I.[Cl-].[NH4+]>CN(C)C=O>[C:1]1([S:7][C:8]([C:13]2[CH:18]=[CH:17][CH:16]=[C:15]([O:19][C:20]3[CH:25]=[CH:24][CH:23]=[CH:22][CH:21]=3)[CH:14]=2)([CH3:28])[C:9]([O:11][CH3:12])=[O:10])[CH:6]=[CH:5][CH:4]=[CH:3][CH:2]=1 |f:1.2,4.5|. Procedure: Methyl α-phenylthio(m-phenoxyphenyl)acetate (521 mg) was dissolved in 2 ml of anhydrous dimethylformamide. After cooling with ice, 65 mg (65% content) of sodium hydride was added, and the mixture was stirred for 30 minutes. Then, 0.15 ml of methyl iodide was added, and the mixture was stirred for 5 minutes with ice cooling and then for 2 hours at room temperature. After an aqueous solution of ammonium chloride (1 g/40 ml) was added, the mixture was extracted three times with 40 ml of diethyl eth... Starting materials: CC(C)(C)OC(=O)N1CC2(CC2)CC1c1ncc(-c2ccc(Br)cc2)[nH]1, O=C([O-])[O-], CCOC(C)=O, COC(=O)NC(C(=O)N1CC2(CC2)CC1c1ncc(-c2ccc3cc(-c4ccc(-c5cnc(C6C7CCC(C7)N6C(=O)C(NC(=O)OC)C(C)C)[nH]5)cc4)ccc3c2)[nH]1)C(C)C, COC(=O)NC(C(=O)N1C2CCC(C2)C1c1ncc(-c2ccc3cc(B4OC(C)(C)C(C)(C)O4)ccc3c2)[nH]1)C(C)C, [K+], [K+]. The product is COC(=O)NC(C(=O)N1C2CCC(C2)C1c1ncc(-c2ccc3cc(-c4ccc(-c5cnc(C6CC7(CC7)CN6C(=O)OC(C)(C)C)[nH]5)cc4)ccc3c2)[nH]1)C(C)C. Reaction SMILES: [C:105]([CH3:106])([CH3:107])([CH3:108])[O:109][C:110](=[O:111])[N:112]1[CH2:113][C:114]2([CH2:115][CH2:116]2)[CH2:117][CH:118]1[c:119]1[nH:120][c:121](-[c:124]2[cH:125][cH:126][c:127]([Br:130])[cH:128][cH:129]2)[cH:122][n:123]1.[C:131](=[O:132])([O-:133])[O-:134].[CH3:137][CH2:138][O:139][C:140](=[O:141])[CH3:142].[CH3:1][O:2][C:3](=[O:4])[NH:5][CH:6]([C:7]([N:8]1[CH:9]([c:10]2[nH:11][c:12](-[c:13]3[cH:14][cH:15][c:16]4[c:17]([cH:18][cH:19][c:20](-[c:21]5[cH:22][cH:23][c:24](-[c:25]6[nH:26][c:27]([CH:28]7[CH:29]8[CH2:30][CH:31]([CH2:32][CH2:33]8)[N:34]7[C:35](=[O:36])[CH:37]([NH:38][C:39]([O:40][CH3:41])=[O:42])[CH:43]([CH3:44])[CH3:45])[n:46][cH:47]6)[cH:48][cH:49]5)[cH:50]4)[cH:51]3)[cH:52][n:53]2)[CH2:54][C:55]2([CH2:56][CH2:57]2)[CH2:58]1)=[O:59])[CH:60]([CH3:61])[CH3:62].[CH3:63][O:64][C:65]([NH:66][CH:67]([CH:68]([CH3:69])[CH3:70])[C:71](=[O:72])[N:73]1[CH:74]2[CH2:75][CH2:76][CH:77]([CH:78]1[c:79]1[nH:80][c:81](-[c:84]3[cH:85][c:86]4[cH:87][cH:88][c:89]([B:94]5[O:95][C:96]([CH3:97])([CH3:98])[C:99]([CH3:100])([CH3:101])[O:102]5)[cH:90][c:91]4[cH:92][cH:93]3)[cH:82][n:83]1)[CH2:103]2)=[O:104].[K+:135].[K+:136]>>[CH3:63][O:64][C:65]([NH:66][CH:67]([CH:68]([CH3:69])[CH3:70])[C:71](=[O:72])[N:73]1[CH:74]2[CH2:75][CH2:76][CH:77]([CH:78]1[c:79]1[nH:80][c:81](-[c:84]3[cH:85][c:86]4[cH:87][cH:88][c:89](-[c:127]5[cH:126][cH:125][c:124](-[c:121]6[nH:120][c:119]([CH:118]7[N:112]([C:110]([O:109][C:105]([CH3:106])([CH3:107])[CH3:108])=[O:111])[CH2:113][C:114]8([CH2:115][CH2:116]8)[CH2:117]7)[n:123][cH:122]6)[cH:129][cH:128]5)[cH:90][c:91]4[cH:92][cH:93]3)[cH:82][n:83]1)[CH2:103]2)=[O:104].